This data is from the Open Reaction Database (ORD), a public repository of structured organic reaction records. The task is: describe an organic reaction: reactants, conditions, products, and yield Starting materials: OC=1C=C(C(=O)OCC)C=C(N1)C (Ethyl 2-hydroxy-6-methylisonicotinate), Ag2CO3, CI (methyl iodide). Run in C1(=CC=CC=C1)C (toluene). Conditions: temperature 100 celsius, time 4 hour. The product is COC=1C=C(C(=O)OCC)C=C(N1)C (Ethyl 2-methoxy-6-methylisonicotinate). The yield is 77.7%. RXN SMILES: [OH:1][C:2]1[CH:3]=[C:4]([CH:10]=[C:11]([CH3:13])[N:12]=1)[C:5]([O:7][CH2:8][CH3:9])=[O:6].[CH3:14]I>C1(C)C=CC=CC=1>[CH3:14][O:1][C:2]1[CH:3]=[C:4]([CH:10]=[C:11]([CH3:13])[N:12]=1)[C:5]([O:7][CH2:8][CH3:9])=[O:6]. Procedure details: 20.0 g (111.4 mmol) of ethyl 2-hydroxy-6-methylisonicotinate (20a) were suspended in 330 ml of toluene. After addition of 36.54 g (132.5 mmol) of Ag2CO3 and 23.5 g (165.6 mmol) of methyl iodide, the mixture was heated to 100° C. with KPG stirring. After 4 hours, the reaction mixture was allowed to cool to RT and it was filtered through Celite. The filtrate was washed twice with water, dried with Na2SO4 and concentrated, 16.9 g of the title compound being isolated as a yellowish oil.